Dataset: the Open Reaction Database (ORD), a public repository of structured organic reaction records. Task: describe an organic reaction: reactants, conditions, products, and yield Starting materials: CCO, NN, CC(C)(C)OC(=O)NC1(CCN2C(=O)c3ccccc3C2=O)CC1, O. The product is CC(C)(C)OC(=O)NC1(CCN)CC1. As a reaction SMILES: [CH3:28][CH2:29][OH:30].[NH2:26][NH2:27].[O:1]=[C:2]1[N:3]([CH2:12][CH2:13][C:14]2([NH:17][C:18]([O:19][C:20]([CH3:21])([CH3:22])[CH3:23])=[O:24])[CH2:15][CH2:16]2)[C:10](=[O:11])[c:5]2[c:4]1[cH:9][cH:8][cH:7][cH:6]2.[OH2:25]>>[NH2:3][CH2:12][CH2:13][C:14]1([NH:17][C:18]([O:19][C:20]([CH3:21])([CH3:22])[CH3:23])=[O:24])[CH2:15][CH2:16]1. Yields the product CN1C(=NC2=CC=CC(=C2C1=O)C)OCC1=CC=C(C=C1)C(C1=CC=C(C=C1)F)=O (3,5-Dimethyl-2-[4-(4-fluorobenzoyl)benzyloxy]-4(3H)-quinazolinone). Procedure details: To a solution of 4-(4-fluorobenzoyl)benzyl alcohol (1.0 g) in DMF (20 ml) was added 60% sodium hydride (210 mg) and the mixture was stirred at room temperature for 10 minutes. Then, 2-chloro-3,5-dimethyl-4(3H)-quinazolinone (907 mg) was added and the mixture was stirred at room temperature for 1 hour. This reaction mixture was concentrated and the residue was dissolved in ethyl acetate, washed with water, dried, and concentrated. The residue was purified by silica gel column chromatography (hexa... Reaction SMILES: [F:1][C:2]1[CH:17]=[CH:16][C:5]([C:6]([C:8]2[CH:15]=[CH:14][C:11]([CH2:12][OH:13])=[CH:10][CH:9]=2)=[O:7])=[CH:4][CH:3]=1.[H-].[Na+].Cl[C:21]1[N:30]([CH3:31])[C:29](=[O:32])[C:28]2[C:23](=[CH:24][CH:25]=[CH:26][C:27]=2[CH3:33])[N:22]=1>CN(C=O)C>[CH3:31][N:30]1[C:29](=[O:32])[C:28]2[C:23](=[CH:24][CH:25]=[CH:26][C:27]=2[CH3:33])[N:22]=[C:21]1[O:13][CH2:12][C:11]1[CH:14]=[CH:15][C:8]([C:6](=[O:7])[C:5]2[CH:16]=[CH:17][C:2]([F:1])=[CH:3][CH:4]=2)=[CH:9][CH:10]=1 |f:1.2|. Solvent: CN(C)C=O (DMF). The reactants are FC1=CC=C(C(=O)C2=CC=C(CO)C=C2)C=C1 (4-(4-fluorobenzoyl)benzyl alcohol), [H-].[Na+] (sodium hydride), ClC1=NC2=CC=CC(=C2C(N1C)=O)C (2-chloro-3,5-dimethyl-4(3H)-quinazolinone). Yield: 32.0%. Run at time 10 minute.